From a dataset of the Open Reaction Database (ORD), a public repository of structured organic reaction records. describe an organic reaction: reactants, conditions, products, and yield Starting materials: C(#N)NC(SC)=NCCSCC1=C(N=CN1)C (N-cyano-N'-[2-((4-methyl-5-imidazolyl)methylthio)ethyl]-S-methylisothiourea), C(O)CN (ethanolamine). The solvent is C(C)O (ethanol). Yields the product C(#N)NC(=NCCSCC1=C(N=CN1)C)NCCO (N-Cyano-N'-(2-hydroxyethyl)-N"-[2-((4-methyl-5-imidazolyl)methylthio)ethyl]guanidine). Reaction SMILES: [C:1]([NH:3][C:4](=[N:7][CH2:8][CH2:9][S:10][CH2:11][C:12]1[NH:16][CH:15]=[N:14][C:13]=1[CH3:17])SC)#[N:2].[CH2:18]([CH2:20][NH2:21])[OH:19]>C(O)C>[C:1]([NH:3][C:4]([NH:21][CH2:20][CH2:18][OH:19])=[N:7][CH2:8][CH2:9][S:10][CH2:11][C:12]1[NH:16][CH:15]=[N:14][C:13]=1[CH3:17])#[N:2]. Procedure details: A solution of N-cyano-N'-[2-((4-methyl-5-imidazolyl)methylthio)ethyl]-S-methylisothiourea (2.7 g) (British Specification No. 1,397,436) and ethanolamine (1.34 g) in ethanol (50 ml) was heated under reflux for 19 hours. Concentration followed by chromatographic purification on a column of silica gel with chloroform-methanol (10:1) as eluant and final recrystallization from isopropyl alcohol-acetonitrile gave the title compound, m.p. 146°-7° Starting materials: [N+](=O)([O-])C=1C(=NC(=C(C1)Cl)Cl)Cl (3-nitro-2,5,6-trichloropyridine), NC1=CC=C(C=C1)CCO (4-aminophenylethyl alcohol). Yields the product ClC=1C=C(C(=NC1Cl)NC1=CC=C(C=C1)CCO)[N+](=O)[O-] (2-{4-[(5,6-Dichloro-3-nitro-2-pyridinyl)amino]phenyl}ethanol). Reaction SMILES: [N+:1]([C:4]1[C:5](Cl)=[N:6][C:7]([Cl:11])=[C:8]([Cl:10])[CH:9]=1)([O-:3])=[O:2].[NH2:13][C:14]1[CH:19]=[CH:18][C:17]([CH2:20][CH2:21][OH:22])=[CH:16][CH:15]=1>>[Cl:10][C:8]1[CH:9]=[C:4]([N+:1]([O-:3])=[O:2])[C:5]([NH:13][C:14]2[CH:19]=[CH:18][C:17]([CH2:20][CH2:21][OH:22])=[CH:16][CH:15]=2)=[N:6][C:7]=1[Cl:11]. Reported procedure: The title compound was prepared according to the procedure described in step 1 of Example 34 from 3-nitro-2,5,6-trichloropyridine (Horn, U.; Mutterer, F.; Weis, C. D. Helv. Chim. Acta., 1976, 59, 190.) and 4-aminophenylethyl alcohol. Starting materials: CO, CC(=O)Nc1ccccc1C#CC(C)(C)C, [H][H]. The product is CC(=O)Nc1ccccc1CCC(C)(C)C. RXN SMILES: [CH3:19][OH:20].[CH3:1][C:2]([C:3]#[C:4][c:5]1[c:6]([NH:11][C:12]([CH3:13])=[O:14])[cH:7][cH:8][cH:9][cH:10]1)([CH3:15])[CH3:16].[H:17][H:18]>>[CH3:1][C:2]([CH2:3][CH2:4][c:5]1[c:6]([NH:11][C:12]([CH3:13])=[O:14])[cH:7][cH:8][cH:9][cH:10]1)([CH3:15])[CH3:16]. Yields the product C(C1=CC=CC=C1)OC(=O)NCCCCCC(=O)O (N-Benzyloxycarbonyl-6-aminocaproic acid). Yield: 73.1%. Starting materials: C(C1=CC=CC=C1)OC(=O)Cl (benzyloxycarbonyl chloride), [OH-].[Na+] (NaOH), NCCCCCC(=O)O (6-aminocaproic acid), [OH-].[Na+] (NaOH). Reported procedure: A solution of 6-aminocaproic acid (13.1 g, 0.10 mole) in 2.5 N NaOH (40 ml, 0.10 mole) was cooled to 0° and benzyloxycarbonyl chloride (18.7 g, 0.11 mole) in ether (25 ml and 2.5N NaOH (50 ml, 0.125 mole) were added simultaneously in several portions, with vigorous stirring, over a 1 hr period. The reaction mixture was extracted with ether (3 × 50 ml), cooled in an ice-bath and acidified with 6M HCl. The crystalline product was recrystallized from ether-pet ether to give 19.4 g of product (73.2%... RXN SMILES: [NH2:1][CH2:2][CH2:3][CH2:4][CH2:5][CH2:6][C:7]([OH:9])=[O:8].[OH-].[Na+].[CH2:12]([O:19][C:20](Cl)=[O:21])[C:13]1[CH:18]=[CH:17][CH:16]=[CH:15][CH:14]=1>CCOCC>[CH2:12]([O:19][C:20]([NH:1][CH2:2][CH2:3][CH2:4][CH2:5][CH2:6][C:7]([OH:9])=[O:8])=[O:21])[C:13]1[CH:18]=[CH:17][CH:16]=[CH:15][CH:14]=1 |f:1.2|. Solvent: CCOCC (ether). Reactants: [Li+].C[Si](C)(C)[N-][Si](C)(C)C (LiHMDS), O1CCOC12CCC(CC2)O (1,4-dioxa-spiro[4.5]decan-8-ol), FC1=C(C=CC(=C1)F)[N+](=O)[O-] (2,4-difluor-1-nitro-benzene). Solvent: C1CCOC1 (THF), C1CCOC1 (THF). Run at time 30 minute. Product: FC=1C=CC(=C(OC2CCC3(OCCO3)CC2)C1)[N+](=O)[O-] (8-(5-Fluoro-2-nitro-phenoxy)-1,4-dioxa-spiro[4.5]decane). As a reaction SMILES: [Li+].C[Si]([N-][Si](C)(C)C)(C)C.[O:11]1[C:15]2([CH2:20][CH2:19][CH:18]([OH:21])[CH2:17][CH2:16]2)[O:14][CH2:13][CH2:12]1.F[C:23]1[CH:28]=[C:27]([F:29])[CH:26]=[CH:25][C:24]=1[N+:30]([O-:32])=[O:31]>C1COCC1>[F:29][C:27]1[CH:26]=[CH:25][C:24]([N+:30]([O-:32])=[O:31])=[C:23]([CH:28]=1)[O:21][CH:18]1[CH2:19][CH2:20][C:15]2([O:14][CH2:13][CH2:12][O:11]2)[CH2:16][CH2:17]1 |f:0.1|. Procedure: 63 ml LiHMDS (1 M in THF) were added dropwise to a stirred solution of 10 g 1,4-dioxa-spiro[4.5]decan-8-ol in THF (60 ml) at 0° C. and the reaction stirred for 30 min. A solution of 2,4-difluor-1-nitro-benzene in THF (20 ml) was than added over 5 min and the reaction warmed to rt and stirred for 16 h. The reaction was quenched with sat. ammonium chloride solution and adjusted to pH 7 with 2N HCl. The solvent was removed under vacuum and the residue portioned between EtOAc (200 ml) and water (100... Starting materials: COC=1C(=C2C=CNC2=CC1)CN(C)C (1-(5-methoxy-1H-indol-4-yl)-N,N-dimethylmethanamine), COC=1C(=C2C=CNC2=CC1)CN(C)C (1-(5-methoxy-1H-indol-4-yl)-N,N-dimethylmethanamine), CN(C)C=O (DMF), N1=CC=CC2=CC=CC(=C12)S(=O)(=O)Cl (8-quinolinesulfonyl chloride). Conditions: time 15 minute. Product: COC=1C(=C2C=CN(C2=CC1)S(=O)(=O)C=1C=CC=C2C=CC=NC12)CN(C)C (1-[5-Methoxy-1-(quinolin-8-ylsulfonyl)-1H-indol-4-yl]-N,N-dimethylmethanamine). Yield: 10.8%. RXN SMILES: [CH3:1][O:2][C:3]1[C:4]([CH2:12][N:13]([CH3:15])[CH3:14])=[C:5]2[C:9](=[CH:10][CH:11]=1)[NH:8][CH:7]=[CH:6]2.CN(C=O)C.[N:21]1[C:30]2[C:25](=[CH:26][CH:27]=[CH:28][C:29]=2[S:31](Cl)(=[O:33])=[O:32])[CH:24]=[CH:23][CH:22]=1>>[CH3:1][O:2][C:3]1[C:4]([CH2:12][N:13]([CH3:14])[CH3:15])=[C:5]2[C:9](=[CH:10][CH:11]=1)[N:8]([S:31]([C:29]1[CH:28]=[CH:27][CH:26]=[C:25]3[C:30]=1[N:21]=[CH:22][CH:23]=[CH:24]3)(=[O:32])=[O:33])[CH:7]=[CH:6]2. Reported procedure: To a solution of 1-(5-methoxy-1H-indol-4-yl)-N,N-dimethylmethanamine (15 mg, 0.07 mmol; Intermediate 97) in DMF (1 mL) NaH (4 mg, 0.15 mmol) was added at rt. The reaction mixture was stirred at rt for 15 min and 8-quinolinesulfonyl chloride (25 mg, 0.11 mmol) was added. The reaction mixture was allowed to stir at rt over night. The reaction was quenched by addition of water. Purification by preparative HPLC/UV (System B) afforded the title product (3 mg, 11%) as a white solid. MS (ESI+) for C21H... Starting materials: [C-]#N.[K+] (potassium cyanide), FC1=C(C=C(C=C1)/C=C/C(=O)OC(C)(C)C)[N+](=O)[O-] (tert-butyl (2E)-3-(4-fluoro-3-nitrophenyl)acrylate). Solvent: CN(C)C=O (DMF). Conditions: time 8 hour. Yields the product C(#N)C1=C(C=C(C=C1)/C=C/C(=O)OC(C)(C)C)[N+](=O)[O-] (tert-Butyl (2E)-3-(4-cyano-3-nitrophenyl)acrylate). Reaction SMILES: [C-:1]#[N:2].[K+].F[C:5]1[CH:10]=[CH:9][C:8](/[CH:11]=[CH:12]/[C:13]([O:15][C:16]([CH3:19])([CH3:18])[CH3:17])=[O:14])=[CH:7][C:6]=1[N+:20]([O-:22])=[O:21]>CN(C=O)C>[C:1]([C:5]1[CH:10]=[CH:9][C:8](/[CH:11]=[CH:12]/[C:13]([O:15][C:16]([CH3:19])([CH3:18])[CH3:17])=[O:14])=[CH:7][C:6]=1[N+:20]([O-:22])=[O:21])#[N:2] |f:0.1|. Procedure details: 134 mg (2.06 mmol) of potassium cyanide were added to a solution of 500 mg (1.87 mmol) of tert-butyl (2E)-3-(4-fluoro-3-nitrophenyl)acrylate in 5.4 ml of DMF. The reaction mixture was stirred at RT overnight and then purified directly by flash chromatography on silica gel (mobile phase cyclohexane/ethyl acetate mixture). This gave 57 mg (11% of theory) of the title compound.